Dataset: the Open Reaction Database (ORD), a public repository of structured organic reaction records. Task: describe an organic reaction: reactants, conditions, products, and yield Starting materials: CS(C)=O, Clc1cncc(Cl)c1Cl, [H-], [K+], COc1ccc2c(N)cc(=O)oc2c1OC1CCCC1, [Na+], O=P([O-])(O)O. Yields the product COc1ccc2c(Nc3c(Cl)cncc3Cl)cc(=O)oc2c1OC1CCCC1. RXN SMILES: [CH3:38][S:39]([CH3:40])=[O:41].[Cl:23][c:24]1[cH:25][n:26][cH:27][c:28]([Cl:31])[c:29]1[Cl:30].[H-:1].[K+:37].[NH2:3][c:4]1[cH:5][c:6](=[O:22])[o:7][c:8]2[c:9]([O:16][CH:17]3[CH2:18][CH2:19][CH2:20][CH2:21]3)[c:10]([O:14][CH3:15])[cH:11][cH:12][c:13]12.[Na+:2].[P:32]([O-:33])([OH:34])([OH:35])=[O:36]>>[NH:3]([c:4]1[cH:5][c:6](=[O:22])[o:7][c:8]2[c:9]([O:16][CH:17]3[CH2:18][CH2:19][CH2:20][CH2:21]3)[c:10]([O:14][CH3:15])[cH:11][cH:12][c:13]12)[c:29]1[c:24]([Cl:23])[cH:25][n:26][cH:27][c:28]1[Cl:31].